describe an organic reaction: reactants, conditions, products, and yield From a dataset of the Open Reaction Database (ORD), a public repository of structured organic reaction records. Procedure: Using a procedure similar to that described above in Example 3A, 3,4-dihydroxyphenyl N-benzyl-N-methylaminomethyl ketone methanesulfonate is reacted with two mole equivalents of 2,2-dimethylpentanoyl chloride in 2,2-dimethylpentanoic acid to yield 3,4-bis(2,2-dimethylpentanoyloxy)phenyl N-benzoyl-N-methylaminomethyl ketone methanesulfonate as a white crystalline solid. This salt is debenzylated by catalytic hydrogenation in the presence of palladium-on-charcoal hydrogenation catalyst, in the sam... Reactants: CS(=O)(=O)O.C(C1=CC=CC=C1)N(C)CC(=O)C1=CC(=C(C=C1)O)O (3,4-dihydroxyphenyl N-benzyl-N-methylaminomethyl ketone methanesulfonate), CC(C(=O)Cl)(CCC)C (2,2-dimethylpentanoyl chloride), CC(C(=O)O)(CCC)C (2,2-dimethylpentanoic acid). Reaction SMILES: [CH3:1][S:2]([OH:5])(=[O:4])=[O:3].[CH2:6]([N:13]([CH2:15][C:16]([C:18]1[CH:23]=[CH:22][C:21]([OH:24])=[C:20]([OH:25])[CH:19]=1)=[O:17])[CH3:14])[C:7]1[CH:12]=[CH:11][CH:10]=[CH:9][CH:8]=1.[CH3:26][C:27]([CH3:34])([CH2:31][CH2:32][CH3:33])[C:28](Cl)=[O:29].[CH3:35][C:36]([CH3:43])([CH2:40][CH2:41][CH3:42])[C:37](O)=[O:38]>>[CH3:1][S:2]([OH:5])(=[O:4])=[O:3].[C:6]([N:13]([CH2:15][C:16]([C:18]1[CH:23]=[CH:22][C:21]([O:24][C:28](=[O:29])[C:27]([CH3:34])([CH3:26])[CH2:31][CH2:32][CH3:33])=[C:20]([O:25][C:37](=[O:38])[C:36]([CH3:43])([CH3:35])[CH2:40][CH2:41][CH3:42])[CH:19]=1)=[O:17])[CH3:14])(=[O:3])[C:7]1[CH:8]=[CH:9][CH:10]=[CH:11][CH:12]=1 |f:0.1,4.5|. Yields the product CS(=O)(=O)O.C(C1=CC=CC=C1)(=O)N(C)CC(=O)C1=CC(=C(C=C1)OC(C(CCC)(C)C)=O)OC(C(CCC)(C)C)=O (3,4-bis(2,2-dimethylpentanoyloxy)phenyl N-benzoyl-N-methylaminomethyl ketone methanesulfonate). The reactants are FC=1C=C2CCNC(C2=CC1)=O (6-Fluoro-3,4-dihydro-2H-isoquinolin-1-one), ClC=1C(C(=C(C(C1Cl)=O)C#N)C#N)=O (2,3-dichloro-5,6-dicyano-p-benzoquinone). Run in O1CCOCC1 (1,4-dioxane). Reaction conditions: temperature 100 celsius. Product: FC=1C=C2C=CNC(C2=CC1)=O (6-Fluoro-2H-isoquinolin-1-one). The yield is 36.5%. Reaction SMILES: [F:1][C:2]1[CH:3]=[C:4]2[C:9](=[CH:10][CH:11]=1)[C:8](=[O:12])[NH:7][CH2:6][CH2:5]2.ClC1C(=O)C(C#N)=C(C#N)C(=O)C=1Cl>O1CCOCC1>[F:1][C:2]1[CH:3]=[C:4]2[C:9](=[CH:10][CH:11]=1)[C:8](=[O:12])[NH:7][CH:6]=[CH:5]2. Procedure: 6-Fluoro-3,4-dihydro-2H-isoquinolin-1-one (149 mg, 0.903 mmol) was dissolved in 3 mL 1,4-dioxane. Argon was bubbled through this solution for 1 minute and 2,3-dichloro-5,6-dicyano-p-benzoquinone (205 mg, 0.903 mmol) was added. This was heated at 100° C. for 24 hours. The resulting mixture was partitioned between ethyl acetate and 1M aq. sodium hydroxide. The ethyl acetate layer was washed with brine, dried over anhydrous magnesium sulfate, concentrated in vacuo, and purified by flash chromatogra...